This data is from the Open Reaction Database (ORD), a public repository of structured organic reaction records. The task is: describe an organic reaction: reactants, conditions, products, and yield The reactants are C(=O)O[C@H]1CC2C(C[C@H]3[C@@H]4CCC([C@@]4(C)CC[C@@H]3[C@]2(CC1)C)=O)=O (3α-formyloxyandrostane-6,17-dione), C(=O)([O-])[O-].[K+].[K+] (K2CO3), Cl (HCl). The solvent is CO (MeOH). Reaction conditions: time 10 minute. Product: O[C@H]1CC2C(C[C@H]3[C@@H]4CCC([C@@]4(C)CC[C@@H]3[C@]2(CC1)C)=O)=O (3α-hydroxyandrostane-6,17-dione). As a reaction SMILES: C([O:3][C@@H:4]1[CH2:21][CH2:20][C@@:19]2([CH3:22])[CH:6]([C:7](=[O:24])[CH2:8][C@@H:9]3[C@@H:18]2[CH2:17][CH2:16][C@@:14]2([CH3:15])[C@H:10]3[CH2:11][CH2:12][C:13]2=[O:23])[CH2:5]1)=O.C([O-])([O-])=O.[K+].[K+].Cl>CO>[OH:3][C@@H:4]1[CH2:21][CH2:20][C@@:19]2([CH3:22])[CH:6]([C:7](=[O:24])[CH2:8][C@@H:9]3[C@@H:18]2[CH2:17][CH2:16][C@@:14]2([CH3:15])[C@H:10]3[CH2:11][CH2:12][C:13]2=[O:23])[CH2:5]1 |f:1.2.3|. Reported procedure: To a solution of 3α-formyloxyandrostane-6,17-dione (2.20 g) in MeOH (100 mL), K2CO3 (2.70 g) was added and the mixture stirred at room temperature for 10 minutes, then HCl 1N (20 mL) was added, the phases were separated and the aqueous one extracted with EtOAc (2×). The combined organic extracts were washed with H2O, dried over Na2SO4 and evaporated to dryness to give 3α-hydroxyandrostane-6,17-dione (quantitative yield), which was used in the next step without purification. 1H-NMR (300 MHz, DMSO...